Dataset: the Open Reaction Database (ORD), a public repository of structured organic reaction records. Task: describe an organic reaction: reactants, conditions, products, and yield The reactants are CC1=CC=C(O1)C=CC1=CC=NC=C1 (4-[2-(5-methylfuran-2-yl)ethenyl]pyridine), ClCC=1NC2=C(N1)C=CC=C2 (2-chloromethylbenzimidazole). The solvent is CN(C=O)C (dimethylformarnide). Yields the product CC1=CC=C(O1)/C=C/C=1CCN(CC1)CC=1NC2=C(N1)C=CC=C2 (2-(4-(E)-(2-(5-Methylfuran-2-yl)ethenyl)-1,2,3,6-tetrahydropyridin-1-ylmethyl)benzimidazole). Yield: 28.9%. RXN SMILES: [CH3:1][C:2]1[O:6][C:5]([CH:7]=[CH:8][C:9]2[CH:14]=[CH:13][N:12]=[CH:11][CH:10]=2)=[CH:4][CH:3]=1.Cl[CH2:16][C:17]1[NH:18][C:19]2[CH:25]=[CH:24][CH:23]=[CH:22][C:20]=2[N:21]=1>CN(C)C=O>[CH3:1][C:2]1[O:6][C:5](/[CH:7]=[CH:8]/[C:9]2[CH2:10][CH2:11][N:12]([CH2:16][C:17]3[NH:18][C:19]4[CH:25]=[CH:24][CH:23]=[CH:22][C:20]=4[N:21]=3)[CH2:13][CH:14]=2)=[CH:4][CH:3]=1. Procedure details: A solution of 4-[2-(5-methylfuran-2-yl)ethenyl]pyridine (1.0 g, 5.41 mmol) in anhydrous dimethylformarnide (20 ml) was treated with 2-chloromethylbenzimidazole (1.0 g, 5.95 mmol). The reaction was stirred at reflux for two hours. The solvent was evaporated and the residue redissolved in absolute ethanol (50 ml). Sodium borehydride (251 mg, 6.76 mmol) was added and the mixture stirred at reflux for 40 mins. The solvent was evaporated and the residue partitioned between dichloromethane and water. ... The reactants are C(C)N(CCCl)CC (2-diethylaminoethyl chloride), FC1=C(C=CC=C1)C1=NC(C(N(C2=C1C=C(C=C2)[N+](=O)[O-])C)=O)(C)C (5-(o-fluorphenyl)-1,3-dihydro-1,3,3-trimethyl-7-nitro-2H-1,4-benzodiazepin-2-one), ClC1=C(C=CC=C1)C1=NC(C(N(C2=C1C=C(C=C2)[N+](=O)[O-])CCN(CC)CC)=O)(C)C (5-(o-chlorophenyl)-1,3-dihyro-1-(2-diethylaminoethyl)-3,3-dimethyl-7-nitro-2H-1,4-benzodiazepin-2-one). Run in CCOCC.CCCCCC (ether n-hexane). The product is ClC1=C(C=CC=C1)C1=NC(C(NC2=C1C=C(C=C2)[N+](=O)[O-])=O)(C)C (5-(o-chlorophenyl)-1,3-dihydro-3,3-dimethyl-7-nitro-2H-1,4-benzodiazepin-2-one). As a reaction SMILES: C(N(CC)CCCl)C.FC1C=CC=CC=1C1C2C=C([N+]([O-])=O)C=CC=2N(C)C(=O)C(C)(C)N=1.[Cl:34][C:35]1[CH:40]=[CH:39][CH:38]=[CH:37][C:36]=1[C:41]1[C:47]2[CH:48]=[C:49]([N+:52]([O-:54])=[O:53])[CH:50]=[CH:51][C:46]=2[N:45](CCN(CC)CC)[C:44](=[O:62])[C:43]([CH3:64])([CH3:63])[N:42]=1>CCOCC.CCCCCC>[Cl:34][C:35]1[CH:40]=[CH:39][CH:38]=[CH:37][C:36]=1[C:41]1[C:47]2[CH:48]=[C:49]([N+:52]([O-:54])=[O:53])[CH:50]=[CH:51][C:46]=2[NH:45][C:44](=[O:62])[C:43]([CH3:64])([CH3:63])[N:42]=1 |f:3.4|. Procedure: From 25 g (0.073 mol) of 5-(o-chlorophenyl)-1,3-dihydro-3,3-dimethyl-7-nitro-2H-1,4-benzodiazepin-2-one and 2-diethylaminoethyl chloride there is obtained, in analogy to the details in paragraph (c) of Example 1, with a reaction period of 60 hours, 5-(o-chlorophenyl)-1,3-dihyro-1-(2-diethylaminoethyl)-3,3-dimethyl-7-nitro-2H-1,4-benzodiazepin-2-one of melting point 109° (ether/n-hexane).